Dataset: the Open Reaction Database (ORD), a public repository of structured organic reaction records. Task: describe an organic reaction: reactants, conditions, products, and yield As a reaction SMILES: O=[Cr](=O)=O.C1C=CC=CN=1.C1C=CC=CN=1.N1C=CC=CC=1.[OH:23][CH2:24][CH2:25][CH2:26][CH2:27][CH2:28][CH2:29][N:30]1[C:38]2[C:33](=[CH:34][CH:35]=[CH:36][CH:37]=2)[C:32]([CH3:39])=[C:31]1[N:40]1[CH:44]=[CH:43][N:42]=[CH:41]1>ClCCl.[O-2].[O-2].[O-2].[Cr+6]>[CH:24]([CH2:25][CH2:26][CH2:27][CH2:28][CH2:29][N:30]1[C:38]2[C:33](=[CH:34][CH:35]=[CH:36][CH:37]=2)[C:32]([CH3:39])=[C:31]1[N:40]1[CH:44]=[CH:43][N:42]=[CH:41]1)=[O:23] |f:0.1.2,6.7.8.9|. Reaction conditions: time 25 minute. Product: C(=O)CCCCCN1C(=C(C2=CC=CC=C12)C)N1C=NC=C1 (1-(5-formylpentyl)-2-(1-imidazolyl)-3-methylindole). The solvent is ClCCl (dichloromethane), ClCCl (dichloromethane). The reactants are O=[Cr](=O)=O.C1=NC=CC=C1.C2=NC=CC=C2 (Collins Reagent), N1=CC=CC=C1 (pyridine), OCCCCCCN1C(=C(C2=CC=CC=C12)C)N1C=NC=C1 (1-(6-hydroxyhexyl)-3-methyl-2-(1-imidazolyl)-indole). Procedure: To a solution of Collins Reagent prepared with chromium trioxide (5.6 g) and pyridine (8.86 g) in dichloromethane (150 ml) at 0°-5° under a nitrogen atmosphere is added all at once 1.8 g of 1-(6-hydroxyhexyl)-3-methyl-2-(1-imidazolyl)-indole in dichloromethane (15 ml). The mixture is stirred for an additional 25 minutes, then filtered through celite. The filtrate is then passed through a silica gel column. The product is eluted from the silica gel with a 1:1 mixture of ethyl acetate:dichlorometh... The reagents and catalysts are [O-2].[O-2].[O-2].[Cr+6] (chromium trioxide). The solvent is C(C)#N (acetonitrile). The product is NC1=NC(=C(C(=N1)N)C#N)N[C@@H](C)C1=C(C=C2C(=N1)C=CN2C)C2=CC(=NC=C2)O ((S)-2,4-Diamino-6-((1-(6-(2-hydroxypyridin-4-yl)-1-methyl-1H-pyrrolo[3,2-b]pyridin-5-yl)ethyl)amino)pyrimidine-5-carbonitrile). Procedure: A mixture of (S)-1-(6-(2-(benzyloxy)pyridin-4-yl)-1-methyl-1H-pyrrolo[3,2-b]pyridin-5-yl)ethanamine hydrochloride (155 mg, 0.393 mmol) and (S)-4-(5-(1-aminoethyl)-1-methyl-1H-pyrrolo[3,2-b]pyridin-6-yl)pyridin-2-ol hydrochloride (120 mg, 0.393 mmol) along with 2,4-diamino-6-chloropyrimidine-5-carbonitrile (100 mg, 0.590 mmol) and N-ethyl-N-isopropylpropan-2-amine (0.205 mL, 1.18 mmol) were combined in acetonitrile (6 mL). The reaction mixture was heated in a microwave reactor at 120° C. for 2 ho... Run at temperature 120 celsius. As a reaction SMILES: Cl.C([O:9][C:10]1[CH:15]=[C:14]([C:16]2[CH:17]=[C:18]3[N:27]([CH3:28])[CH:26]=[CH:25][C:19]3=[N:20][C:21]=2[C@@H:22]([NH2:24])[CH3:23])[CH:13]=[CH:12][N:11]=1)C1C=CC=CC=1.Cl.N[C@H](C1N=C2C=CN(C)C2=CC=1C1C=CN=C(O)C=1)C.[NH2:50][C:51]1[N:56]=[C:55]([NH2:57])[C:54]([C:58]#[N:59])=[C:53](Cl)[N:52]=1.C(N(C(C)C)C(C)C)C>C(#N)C>[NH2:50][C:51]1[N:56]=[C:55]([NH2:57])[C:54]([C:58]#[N:59])=[C:53]([NH:24][C@H:22]([C:21]2[N:20]=[C:19]3[CH:25]=[CH:26][N:27]([CH3:28])[C:18]3=[CH:17][C:16]=2[C:14]2[CH:13]=[CH:12][N:11]=[C:10]([OH:9])[CH:15]=2)[CH3:23])[N:52]=1 |f:0.1,2.3|. The reactants are Cl.C(C1=CC=CC=C1)OC1=NC=CC(=C1)C=1C=C2C(=NC1[C@H](C)N)C=CN2C ((S)-1-(6-(2-(benzyloxy)pyridin-4-yl)-1-methyl-1H-pyrrolo[3,2-b]pyridin-5-yl)ethanamine hydrochloride), Cl.N[C@@H](C)C1=C(C=C2C(=N1)C=CN2C)C2=CC(=NC=C2)O ((S)-4-(5-(1-aminoethyl)-1-methyl-1H-pyrrolo[3,2-b]pyridin-6-yl)pyridin-2-ol hydrochloride), NC1=NC(=C(C(=N1)N)C#N)Cl (2,4-diamino-6-chloropyrimidine-5-carbonitrile), C(C)N(C(C)C)C(C)C (N-ethyl-N-isopropylpropan-2-amine). Yield: 46.3%.